Task: describe an organic reaction: reactants, conditions, products, and yield. Dataset: the Open Reaction Database (ORD), a public repository of structured organic reaction records Starting materials: C[N+]1(CCOCC1)[O-] (N-methylmorpholine N-oxide), CC(=CCON1C(C2=CC=CC=C2C1=O)=O)C (2-(3-Methyl-but-2-enyloxy)-isoindole-1,3-dione), C(C)(C)(C)O.C1CCOC1.O (t-butanol THF H2O), potassium osmate dihydrate. The solvent is S(=O)(=O)([O-])S(=O)(=O)[O-].[Na+].[Na+] (sodium metabisulfate). Conditions: time 17 hour. The product is OC(CON1C(C2=CC=CC=C2C1=O)=O)C(C)(C)O (2-(2,3-dihydroxy-3-methyl-butoxy)-isoindole-1,3-dione). As a reaction SMILES: CC(C)=C[CH2:4][O:5][N:6]1[C:14](=[O:15])[C:13]2[C:8](=[CH:9][CH:10]=[CH:11][CH:12]=2)[C:7]1=[O:16].C[N+]1([O-])CC[O:22]CC1.[C:26]([OH:30])([CH3:29])([CH3:28])[CH3:27].C1COCC1.O>S(S([O-])(=O)=O)([O-])(=O)=O.[Na+].[Na+]>[OH:22][CH:27]([C:26]([OH:30])([CH3:29])[CH3:28])[CH2:4][O:5][N:6]1[C:14](=[O:15])[C:13]2[C:8](=[CH:9][CH:10]=[CH:11][CH:12]=2)[C:7]1=[O:16] |f:2.3.4,5.6.7|. Reported procedure: 2-(3-Methyl-but-2-enyloxy)-isoindole-1,3-dione was dissolved in a t-butanol/THF/H2O solution (10 mL/3 mL/1 mL) and charged with N-methylmorpholine N-oxide (0.085 g, 0.73 mmol) and a catalytic amount of potassium osmate dihydrate. After stirring for 17 hours the reaction was diluted with a saturated solution of sodium metabisulfate and partitioned with ethyl acetate. The organic layer was washed twice with saturated solution of sodium metabisulfate, twice with saturated sodium chloride solution, ...